From a dataset of the Open Reaction Database (ORD), a public repository of structured organic reaction records. describe an organic reaction: reactants, conditions, products, and yield Starting materials: COC1=CC=C(CN(C2=NC(=NC(=N2)C)C=2C(=NC=C(C=O)C2)NC=2C=NC(=CC2)OC)CC2=CC=C(C=C2)OC)C=C1 (5-(4-(bis(4-methoxybenzyl)amino)-6-methyl-1,3,5-triazin-2-yl)-6-(6-methoxypyridin-3-ylamino)nicotinaldehyde), N1CCCCC1 (piperidine). Product: COC1=CC=C(C=N1)NC1=NC=C(C=C1C1=NC(=NC(=N1)C)N)CN1CCCCC1 (4-(2-(6-Methoxypyridin-3-Ylamino)-5-(Piperidin-1-Ylmethyl)Pyridin-3-yl)-6-Methyl-1,3,5-Triazin-2-Amine). Reaction SMILES: COC1C=CC(C[N:8](CC2C=CC(OC)=CC=2)[C:9]2[N:14]=[C:13]([CH3:15])[N:12]=[C:11]([C:16]3[C:17]([NH:24][C:25]4[CH:26]=[N:27][C:28]([O:31][CH3:32])=[CH:29][CH:30]=4)=[N:18][CH:19]=[C:20]([CH:23]=3)[CH:21]=O)[N:10]=2)=CC=1.[NH:44]1[CH2:49][CH2:48][CH2:47][CH2:46][CH2:45]1>>[CH3:32][O:31][C:28]1[N:27]=[CH:26][C:25]([NH:24][C:17]2[C:16]([C:11]3[N:12]=[C:13]([CH3:15])[N:14]=[C:9]([NH2:8])[N:10]=3)=[CH:23][C:20]([CH2:21][N:44]3[CH2:49][CH2:48][CH2:47][CH2:46][CH2:45]3)=[CH:19][N:18]=2)=[CH:30][CH:29]=1. Procedure details: The title compound was synthesized following an analogous procedure to Example 220 using 5-(4-(bis(4-methoxybenzyl)amino)-6-methyl-1,3,5-triazin-2-yl)-6-(6-methoxypyridin-3-ylamino)nicotinaldehyde (264 mg, 0.457 mmol) and piperidine (Aldrich, St. Louis, Mo.) (67.7 μL, 0.686 mmol). 1H NMR (400 MHz, CDCl3) δ 11.64 (s, 1H); 8.72 (d, J=2.35 Hz, 1H); 8.35 (d, J=2.54 Hz, 1H); 8.21 (d, J=2.35 Hz, 1H); 8.14 (dd, J=8.90, 2.84 Hz, 1H); 6.77 (d, J=9.00 Hz, 1H); 5.56 (br. s., 2H); 3.94 (s, 3H); 3.45 (s, 2H)... Starting materials: O=C([O-])[O-], CCOC(C)=O, Cc1n[nH]c2cc(N(C)c3ccnc(Cl)n3)ccc12, Clc1cccc(CBr)c1, [Cs+], [Cs+], CN(C)C=O. Product: Cc1c2ccc(N(C)c3ccnc(Cl)n3)cc2nn1Cc1cccc(Cl)c1. As a reaction SMILES: [C:20](=[O:21])([O-:22])[O-:23].[CH3:40][CH2:41][O:42][C:43](=[O:44])[CH3:45].[Cl:1][c:2]1[n:3][cH:4][cH:5][c:6]([N:8]([c:9]2[cH:10][cH:11][c:12]3[c:13]([CH3:18])[n:14][nH:15][c:16]3[cH:17]2)[CH3:19])[n:7]1.[Cl:26][c:27]1[cH:28][c:29]([CH2:30][Br:31])[cH:32][cH:33][cH:34]1.[Cs+:24].[Cs+:25].[O:35]=[CH:36][N:37]([CH3:38])[CH3:39]>>[Cl:1][c:2]1[n:3][cH:4][cH:5][c:6]([N:8]([c:9]2[cH:10][cH:11][c:12]3[c:13]([CH3:18])[n:14]([CH2:30][c:29]4[cH:28][c:27]([Cl:26])[cH:34][cH:33][cH:32]4)[n:15][c:16]3[cH:17]2)[CH3:19])[n:7]1. Reactants: Nc1ncnn2c(C3CNCCO3)cc(-c3ccc4cn(Cc5ccccc5)nc4c3)c12, CN1CCN(C(=O)Cl)CC1, CN1CCOCC1, CO, CCOC(C)=O, ClCCl, [Na+], [Na+], O=C([O-])[O-]. Product: CN1CCN(C(=O)N2CCOC(c3cc(-c4ccc5cn(Cc6ccccc6)nc5c4)c4c(N)ncnn34)C2)CC1. As a reaction SMILES: [CH2:1]([c:2]1[cH:3][cH:4][cH:5][cH:6][cH:7]1)[n:8]1[n:9][c:10]2[cH:11][c:12](-[c:17]3[cH:18][c:19]([CH:27]4[O:28][CH2:29][CH2:30][NH:31][CH2:32]4)[n:20]4[n:21][cH:22][n:23][c:24]([NH2:26])[c:25]34)[cH:13][cH:14][c:15]2[cH:16]1.[CH3:33][N:34]1[CH2:35][CH2:36][N:37]([C:40](=[O:41])[Cl:42])[CH2:38][CH2:39]1.[CH3:43][N:44]1[CH2:45][CH2:46][O:47][CH2:48][CH2:49]1.[CH3:53][OH:54].[CH3:55][CH2:56][O:57][C:58]([CH3:59])=[O:60].[Cl:50][CH2:51][Cl:52].[Na+:61].[Na+:62].[O-:63][C:64](=[O:65])[O-:66]>>[CH2:1]([c:2]1[cH:3][cH:4][cH:5][cH:6][cH:7]1)[n:8]1[n:9][c:10]2[cH:11][c:12](-[c:17]3[cH:18][c:19]([CH:27]4[O:28][CH2:29][CH2:30][N:31]([C:40]([N:37]5[CH2:36][CH2:35][N:34]([CH3:33])[CH2:39][CH2:38]5)=[O:41])[CH2:32]4)[n:20]4[n:21][cH:22][n:23][c:24]([NH2:26])[c:25]34)[cH:13][cH:14][c:15]2[cH:16]1.